Task: describe an organic reaction: reactants, conditions, products, and yield. Dataset: the Open Reaction Database (ORD), a public repository of structured organic reaction records Reactants: C1(=C(C=CC=C1)CN1CCNCC1)C1=CC=CC=C1 (1-biphenyl-2-ylmethyl-piperazine), C(C)OC(C1=CC(=CC=C1)OCCCN1C(N(C2=C1C=CC=C2)CC2=CC=C(C=C2)Br)=N)=O (3-{3-[3-(4-bromo-benzyl)-2-imino-2,3-dihydro-benzoimidazol-1-yl]-propoxy}-benzoic acid ethyl ester), CC(C)([O-])C.[Na+] (sodium tert-butoxide), C1(CCCCC1)P(C1=C(C=CC=C1)C1=C(C=C(C=C1C(C)C)C(C)C)C(C)C)C1CCCCC1 (2-dicyclohexylphosphino-2′,4′,6′-triisopropylbiphenyl). Reagents/catalysts: CC(=O)[O-].CC(=O)[O-].[Pd+2] (Pd(OAc)2). Solvent: C1(=CC=CC=C1)C (toluene), C(C)(C)(C)O (tert-butanol). Reaction conditions: temperature 120 celsius. Yields the product C(C)OC(C1=CC(=CC=C1)OCCCN1C(N(C2=C1C=CC=C2)CC2=CC=C(C=C2)N2CCN(CC2)CC2=C(C=CC=C2)C2=CC=CC=C2)=N)=O (3-(3-{3-[4-(4-biphenyl-2-ylmethyl-piperazin-1-yl)-benzyl]-2-imino-2,3-dihydro-benzoimidazol-1-yl}-propoxy)-benzoic acid ethyl ester). The yield is 6.2%. RXN SMILES: [CH2:1]([O:3][C:4](=[O:33])[C:5]1[CH:10]=[CH:9][CH:8]=[C:7]([O:11][CH2:12][CH2:13][CH2:14][N:15]2[C:19]3[CH:20]=[CH:21][CH:22]=[CH:23][C:18]=3[N:17]([CH2:24][C:25]3[CH:30]=[CH:29][C:28](Br)=[CH:27][CH:26]=3)[C:16]2=[NH:32])[CH:6]=1)[CH3:2].CC(C)([O-])C.[Na+].C1(P(C2CCCCC2)C2C=CC=CC=2C2C(C(C)C)=CC(C(C)C)=CC=2C(C)C)CCCCC1.[C:74]1([C:87]2[CH:92]=[CH:91][CH:90]=[CH:89][CH:88]=2)[CH:79]=[CH:78][CH:77]=[CH:76][C:75]=1[CH2:80][N:81]1[CH2:86][CH2:85][NH:84][CH2:83][CH2:82]1>C1(C)C=CC=CC=1.C(O)(C)(C)C.CC([O-])=O.CC([O-])=O.[Pd+2]>[CH2:1]([O:3][C:4](=[O:33])[C:5]1[CH:10]=[CH:9][CH:8]=[C:7]([O:11][CH2:12][CH2:13][CH2:14][N:15]2[C:19]3[CH:20]=[CH:21][CH:22]=[CH:23][C:18]=3[N:17]([CH2:24][C:25]3[CH:30]=[CH:29][C:28]([N:84]4[CH2:85][CH2:86][N:81]([CH2:80][C:75]5[CH:76]=[CH:77][CH:78]=[CH:79][C:74]=5[C:87]5[CH:92]=[CH:91][CH:90]=[CH:89][CH:88]=5)[CH2:82][CH2:83]4)=[CH:27][CH:26]=3)[C:16]2=[NH:32])[CH:6]=1)[CH3:2] |f:1.2,7.8.9|. Procedure: To a mixture of 3-{3-[3-(4-bromo-benzyl)-2-imino-2,3-dihydro-benzoimidazol-1-yl]-propoxy}-benzoic acid ethyl ester (0.50 g, 0.99 mmol), sodium tert-butoxide (0.26 g, 2.67 mmol), 2-dicyclohexylphosphino-2′,4′,6′-triisopropylbiphenyl (33 mg, 0.07 mmol) and Pd(OAc)2 (22 mg, 0.10 mmol) at rt was added a degassed solution of 1-biphenyl-2-ylmethyl-piperazine (0.25 g, 0.99 mmol) in toluene (15 ml) and tert-butanol (3 ml). The reaction was heated to 120° C. where it was maintained fro 3 d. After this ti...